From a dataset of the Open Reaction Database (ORD), a public repository of structured organic reaction records. describe an organic reaction: reactants, conditions, products, and yield Reported procedure: 0.1 N Sodium hydroxide (28.9 mls) was added dropwise to the diester product of step (e) (0.646 g) in refluxing methanol (100 mls) with stirring, over 15 minutes. The reaction mixture was refluxed and stirred for a further 3 hours and the solution filtered and evaporated. The residue was dissolved in water (100 mls) and acidified. The precipitated acid was collected by filtration, washed with water and dried to give 0.4 g of the desired product. A recrystallisation from ethyl acetate gave 0.24 g,... Yields the product ClC1=C(C(=NC2=C(C3=C(C=C12)C(C=C(O3)C(=O)O)=O)CCC)C(=O)O)CCC (6-Chloro-4-oxo-7,10-dipropyl-4H-pyrano[3,2-g]quinoline-2,8-dicarboxylic acid). Yield: 70.5%. Run in CO (methanol). Reaction SMILES: [OH-].[Na+].[Cl:3][C:4]1[C:13]2[C:8](=[C:9]([CH2:24][CH2:25][CH3:26])[C:10]3[O:17][C:16]([C:18]([O:20]CC)=[O:19])=[CH:15][C:14](=[O:23])[C:11]=3[CH:12]=2)[N:7]=[C:6]([C:27]([O:29]CC)=[O:28])[C:5]=1[CH2:32][CH2:33][CH3:34]>CO>[Cl:3][C:4]1[C:13]2[C:8](=[C:9]([CH2:24][CH2:25][CH3:26])[C:10]3[O:17][C:16]([C:18]([OH:20])=[O:19])=[CH:15][C:14](=[O:23])[C:11]=3[CH:12]=2)[N:7]=[C:6]([C:27]([OH:29])=[O:28])[C:5]=1[CH2:32][CH2:33][CH3:34] |f:0.1|. Starting materials: [OH-].[Na+] (Sodium hydroxide), ClC1=C(C(=NC2=C(C3=C(C=C12)C(C=C(O3)C(=O)OCC)=O)CCC)C(=O)OCC)CCC (Diethyl 6-chloro-4-oxo-7,10-dipropyl-4H-pyrano[3,2-g]quinoline-2,8-dicarboxylate). Reaction conditions: time 15 minute. Starting materials: C1CCOC1, COC(=O)c1cc(-c2ccc(C)cc2F)cc(-c2ccnn2C(C)C)c1, [Li+], [OH-], O, O. Yields the product Cc1ccc(-c2cc(C(=O)O)cc(-c3ccnn3C(C)C)c2)c(F)c1. As a reaction SMILES: [CH2:31]1[O:32][CH2:33][CH2:34][CH2:35]1.[CH3:4][O:5][C:6](=[O:7])[c:8]1[cH:9][c:10](-[c:22]2[c:23]([F:29])[cH:24][c:25]([CH3:28])[cH:26][cH:27]2)[cH:11][c:12](-[c:14]2[n:15]([CH:19]([CH3:20])[CH3:21])[n:16][cH:17][cH:18]2)[cH:13]1.[Li+:2].[OH-:1].[OH2:30].[OH2:3]>>[O:5]=[C:6]([OH:7])[c:8]1[cH:9][c:10](-[c:22]2[c:23]([F:29])[cH:24][c:25]([CH3:28])[cH:26][cH:27]2)[cH:11][c:12](-[c:14]2[n:15]([CH:19]([CH3:20])[CH3:21])[n:16][cH:17][cH:18]2)[cH:13]1. Reactants: CC(C)C(NC(=O)OC(C)(C)C)C(=O)N1CCC(Oc2ccc(Cl)c(Cl)c2)CC1, ClCCl, O=C(O)C(F)(F)F. The product is CC(C)C(N)C(=O)N1CCC(Oc2ccc(Cl)c(Cl)c2)CC1. RXN SMILES: [Cl:1][c:2]1[cH:3][c:4]([O:5][CH:6]2[CH2:7][CH2:8][N:9]([C:12](=[O:13])[CH:14]([CH:15]([CH3:16])[CH3:17])[NH:18][C:19](=[O:20])[O:21][C:22]([CH3:23])([CH3:24])[CH3:25])[CH2:10][CH2:11]2)[cH:26][cH:27][c:28]1[Cl:29].[Cl:37][CH2:38][Cl:39].[OH:30][C:31]([C:32]([F:33])([F:34])[F:35])=[O:36]>>[Cl:1][c:2]1[cH:3][c:4]([O:5][CH:6]2[CH2:7][CH2:8][N:9]([C:12](=[O:13])[CH:14]([CH:15]([CH3:16])[CH3:17])[NH2:18])[CH2:10][CH2:11]2)[cH:26][cH:27][c:28]1[Cl:29]. Reactants: COC=1C=C2CC(NC(C2=CC1)=O)=O (6-methoxy-4H-isoquinoline-1,3-dione), C(C)(=O)OC(C)=O (acetic anhydride), COC(OC)OC (trimethylorthoformate). Run in CN(C=O)C (N,N-dimethylformamide). The product is COC=1C=C2C(C(NC(C2=CC1)=O)=O)=COC (6-Methoxy-4-methoxymethylene-4H-isoquinoline-1,3-dione). As a reaction SMILES: [CH3:1][O:2][C:3]1[CH:4]=[C:5]2[C:10](=[CH:11][CH:12]=1)[C:9](=[O:13])[NH:8][C:7](=[O:14])[CH2:6]2.[C:15]([O:18][C:19](=O)C)(=O)C.COC(OC)OC>CN(C)C=O>[CH3:1][O:2][C:3]1[CH:4]=[C:5]2[C:10](=[CH:11][CH:12]=1)[C:9](=[O:13])[NH:8][C:7](=[O:14])[C:6]2=[CH:15][O:18][CH3:19]. Reported procedure: A mixture of 6-methoxy-4H-isoquinoline-1,3-dione (400 mg, 2.1 mmole), 8 mL of a 4:1 mixture of acetic anhydride and N,N-dimethylformamide and trimethylorthoformate (1.7 mL, 15.5 mmole) is stirred and heated to reflux. After 30 minutes the solvents are removed, the residue treated with hexane-ethyl acetate, the solid collected by filtration, washed with fresh hexane-ethyl acetate and dried to give a yellow solid, 317 mg, (65%), mp 245-7° C., MS (ESI): m/z 234.1 (M+H).